This data is from the Open Reaction Database (ORD), a public repository of structured organic reaction records. The task is: describe an organic reaction: reactants, conditions, products, and yield The reactants are CCO, COc1ccc(S(N)(=O)=O)cc1C(O)CN=[N+]=[N-]. The product is COc1ccc(S(N)(=O)=O)cc1C(O)CN. As a reaction SMILES: [CH3:19][CH2:20][OH:21].[N:1](=[N+:2]=[N-:3])[CH2:4][CH:5]([OH:6])[c:7]1[c:8]([O:17][CH3:18])[cH:9][cH:10][c:11]([S:13]([NH2:14])(=[O:15])=[O:16])[cH:12]1>>[NH2:1][CH2:4][CH:5]([OH:6])[c:7]1[c:8]([O:17][CH3:18])[cH:9][cH:10][c:11]([S:13]([NH2:14])(=[O:15])=[O:16])[cH:12]1. Yields the product COC1=C(CNC2=NC3=CC=C(C=C3C=C2)NCC=2N(C=NC2)C)C=CC=C1 (N2-(2-Methoxy-benzyl)-N6-(3-methyl-3H-imidazol-4-ylmethyl)-quinoline-2,6-diamine). Reported procedure: The title compound, MS: m/e=374.1 (M+H+), was prepared in accordance with the general method of example 1 from 2,6-dichloroquinoline, 2-methoxybenzylamine and (1-methyl-1H-imidazol-5-yl)methylamine. RXN SMILES: Cl[C:2]1[CH:11]=[CH:10][C:9]2[C:4](=[CH:5][CH:6]=[C:7](Cl)[CH:8]=2)[N:3]=1.[CH3:13][O:14][C:15]1[CH:22]=[CH:21][CH:20]=[CH:19][C:16]=1[CH2:17][NH2:18].[CH3:23][N:24]1[C:28]([CH2:29][NH2:30])=[CH:27][N:26]=[CH:25]1>>[CH3:13][O:14][C:15]1[CH:22]=[CH:21][CH:20]=[CH:19][C:16]=1[CH2:17][NH:18][C:2]1[CH:11]=[CH:10][C:9]2[C:4](=[CH:5][CH:6]=[C:7]([NH:30][CH2:29][C:28]3[N:24]([CH3:23])[CH:25]=[N:26][CH:27]=3)[CH:8]=2)[N:3]=1. Starting materials: ClC1=NC2=CC=C(C=C2C=C1)Cl (2,6-dichloroquinoline), COC1=C(CN)C=CC=C1 (2-methoxybenzylamine), CN1C=NC=C1CN ((1-methyl-1H-imidazol-5-yl)methylamine).